Dataset: the Open Reaction Database (ORD), a public repository of structured organic reaction records. Task: describe an organic reaction: reactants, conditions, products, and yield The reactants are CN1CCNCC1, CO, O=Cc1ccc(C(=O)O)cc1, [Pt]. The product is CN1CCN(Cc2ccc(C(=O)O)cc2)CC1. RXN SMILES: [CH3:12][N:13]1[CH2:14][CH2:15][NH:16][CH2:17][CH2:18]1.[CH3:19][OH:20].[CH:1](=[O:2])[c:3]1[cH:4][cH:5][c:6]([C:7](=[O:8])[OH:9])[cH:10][cH:11]1.[Pt:21]>>[CH2:1]([c:3]1[cH:4][cH:5][c:6]([C:7](=[O:8])[OH:9])[cH:10][cH:11]1)[N:16]1[CH2:15][CH2:14][N:13]([CH3:12])[CH2:18][CH2:17]1. The reactants are COc1ccc(CN(Cc2ccc(OC)cc2)c2nc(C)nc(-c3cc(C(C)(C)N4CCN(S(C)(=O)=O)CC4)cnc3Nc3ccc(OC)nc3)n2)cc1, [Na+], [OH-], O=S(=O)(O)C(F)(F)F, O=C(O)C(F)(F)F. Product: COc1ccc(Nc2ncc(C(C)(C)N3CCN(S(C)(=O)=O)CC3)cc2-c2nc(C)nc(N)n2)cn1. RXN SMILES: [CH3:1][O:2][c:3]1[cH:4][cH:5][c:6]([CH2:7][N:8]([c:9]2[n:10][c:11]([CH3:43])[n:12][c:13](-[c:15]3[c:16]([NH:34][c:35]4[cH:36][n:37][c:38]([O:41][CH3:42])[cH:39][cH:40]4)[n:17][cH:18][c:19]([C:21]([CH3:22])([CH3:23])[N:24]4[CH2:25][CH2:26][N:27]([S:30](=[O:31])(=[O:32])[CH3:33])[CH2:28][CH2:29]4)[cH:20]3)[n:14]2)[CH2:44][c:45]2[cH:46][cH:47][c:48]([O:49][CH3:50])[cH:51][cH:52]2)[cH:53][cH:54]1.[Na+:64].[OH-:63].[OH:55][S:56]([C:57]([F:58])([F:59])[F:60])(=[O:61])=[O:62].[OH:65][C:66]([C:67]([F:68])([F:69])[F:70])=[O:71]>>[NH2:8][c:9]1[n:10][c:11]([CH3:43])[n:12][c:13](-[c:15]2[c:16]([NH:34][c:35]3[cH:36][n:37][c:38]([O:41][CH3:42])[cH:39][cH:40]3)[n:17][cH:18][c:19]([C:21]([CH3:22])([CH3:23])[N:24]3[CH2:25][CH2:26][N:27]([S:30](=[O:31])(=[O:32])[CH3:33])[CH2:28][CH2:29]3)[cH:20]2)[n:14]1. Starting materials: N(=O)N1CCC2=C(C(C1)OC1=CC=C(C=C1)C(F)(F)F)C=CC=C2 (3-nitroso-2,3,4,5-tetrahydro-1-(4-trifluoromethylphenoxy)-3-benzazepine), C(C)(=O)O.O (acetic acid water). The reagents and catalysts are [Zn] (Zinc). Reaction conditions: time 3 hour. Yields the product C(\C=C/C(=O)O)(=O)O.NN1CCC2=C(C(C1)OC1=CC=C(C=C1)C(F)(F)F)C=CC=C2 (3-Amino-2,3,4,5-tetrahydro-1-(4-trifluoromethylphenoxy)-3-benzazepine maleate). RXN SMILES: [N:1]([N:3]1[CH2:9][CH:8]([O:10][C:11]2[CH:16]=[CH:15][C:14]([C:17]([F:20])([F:19])[F:18])=[CH:13][CH:12]=2)[C:7]2[CH:21]=[CH:22][CH:23]=[CH:24][C:6]=2[CH2:5][CH2:4]1)=O.[C:25]([OH:28])(=[O:27])[CH3:26].[OH2:29]>[Zn]>[C:11]([OH:29])(=[O:10])/[CH:16]=[CH:26]\[C:25]([OH:28])=[O:27].[NH2:1][N:3]1[CH2:9][CH:8]([O:10][C:11]2[CH:12]=[CH:13][C:14]([C:17]([F:18])([F:19])[F:20])=[CH:15][CH:16]=2)[C:7]2[CH:21]=[CH:22][CH:23]=[CH:24][C:6]=2[CH2:5][CH2:4]1 |f:1.2,4.5|. Procedure details: Zinc dust (12 g) was added to a solution of 3-nitroso-2,3,4,5-tetrahydro-1-(4-trifluoromethylphenoxy)-3-benzazepine (9 g) in 150 ml of 2:1 acetic acid/water mixture. After stirring at ambient temperature for three hours, the reaction mixture was filtered, stirred with ice and basified with ammonium hydroxide. The oil which had separated was extracted with dichloromethane. The dried (anhydrous magnesium sulfate) organic extract was filtered and concentrated. The residue was eluted through silica ...